Dataset: the Open Reaction Database (ORD), a public repository of structured organic reaction records. Task: describe an organic reaction: reactants, conditions, products, and yield Starting materials: COC(=O)Cc1ccc(O)cc1, CCOCC, O=S(=O)(OS(=O)(=O)C(F)(F)F)C(F)(F)F, c1ccncc1. Product: COC(=O)Cc1ccc(OS(=O)(=O)C(F)(F)F)cc1. Reaction SMILES: [CH3:22][O:23][C:24]([CH2:25][c:26]1[cH:27][cH:28][c:29]([OH:32])[cH:30][cH:31]1)=[O:33].[CH3:34][CH2:35][O:36][CH2:37][CH3:38].[F:1][C:2]([S:3](=[O:4])(=[O:5])[O:6][S:7]([C:8]([F:9])([F:10])[F:11])(=[O:12])=[O:13])([F:14])[F:15].[cH:16]1[cH:17][cH:18][n:19][cH:20][cH:21]1>>[F:1][C:2]([S:3](=[O:4])(=[O:5])[O:6][c:29]1[cH:28][cH:27][c:26]([CH2:25][C:24]([O:23][CH3:22])=[O:33])[cH:31][cH:30]1)([F:14])[F:15]. Starting materials: Brc1ccc(I)nc1, CC(C)(C)[Mg+], C1CCOC1, [Cl-], N#C[Cu]C#N. The product is CC(C)(C)c1ccc(Br)cn1. RXN SMILES: [Br:12][c:13]1[cH:14][cH:15][c:16]([I:19])[n:17][cH:18]1.[C:7]([CH3:8])([CH3:9])([CH3:10])[Mg+:11].[CH2:20]1[O:21][CH2:22][CH2:23][CH2:24]1.[Cl-:6].[Cu:1]([C:2]#[N:3])[C:4]#[N:5]>>[C:7]([CH3:8])([CH3:9])([CH3:10])[c:16]1[cH:15][cH:14][c:13]([Br:12])[cH:18][n:17]1.